This data is from the Open Reaction Database (ORD), a public repository of structured organic reaction records. The task is: describe an organic reaction: reactants, conditions, products, and yield The reactants are FC(C(=O)NC1(CCCC1)C(=O)O)(F)F (1-trifluoroacetylaminocyclopentanecarboxylic acid), NC=1C(N(C(N(C1N)CCC)=O)CCC)=O (5,6-diamino-1,3-dipropyluracil), C(C)(C)N=C=NC(C)C (diisopropylcarbodiimide). The solvent is CO (methanol). Reaction conditions: temperature 4 celsius, time 1 hour. Yields the product NC1=C(C(N(C(N1CCC)=O)CCC)=O)NC(=O)C1(CCCC1)NC(C(F)(F)F)=O (6-amino-1,3-dipropyl-5-(1-trifluoroacetylamino cyclopentanecarboxamido)uracil). Isolated yield 75.8%. Reaction SMILES: [F:1][C:2]([F:15])([F:14])[C:3]([NH:5][C:6]1([C:11]([OH:13])=O)[CH2:10][CH2:9][CH2:8][CH2:7]1)=[O:4].[NH2:16][C:17]1[C:18](=[O:31])[N:19]([CH2:28][CH2:29][CH3:30])[C:20](=[O:27])[N:21]([CH2:24][CH2:25][CH3:26])[C:22]=1[NH2:23].C(N=C=NC(C)C)(C)C>CO>[NH2:23][C:22]1[N:21]([CH2:24][CH2:25][CH3:26])[C:20](=[O:27])[N:19]([CH2:28][CH2:29][CH3:30])[C:18](=[O:31])[C:17]=1[NH:16][C:11]([C:6]1([NH:5][C:3](=[O:4])[C:2]([F:1])([F:15])[F:14])[CH2:7][CH2:8][CH2:9][CH2:10]1)=[O:13]. Reported procedure: A mixture of 11.4 g of 1-trifluoroacetylaminocyclopentanecarboxylic acid and 10.4 g of 5,6-diamino-1,3-dipropyluracil in 120 ml of methanol was treated with 8.7 ml of diisopropylcarbodiimide (DIPC). After 2 hours stirring at room temperature and 1 h at 4° C., the formed precipitate is filtered under vacuum, washed and dried, thereby obtaining 15.1 g of 6-amino-1,3-dipropyl-5-(1-trifluoroacetylamino cyclopentanecarboxamido)uracil m.p. 203°-4° C.